This data is from the Open Reaction Database (ORD), a public repository of structured organic reaction records. The task is: describe an organic reaction: reactants, conditions, products, and yield Reactants: hydrochloride salt, ClC1=CC=C(C=C1)C=1SC=2C(N(CCC2N1)C1=CC(=C(C=C1)N1CCOCC1)OC)=O (2-(4-chloro-phenyl)-5-(3-methoxy-4-morpholin-4-yl-phenyl)-6,7-dihydro-5H-thiazolo[5,4-c]pyridin-4-one), Cl.CCOCC (HCl ether). Run in CO (MeOH). Reaction conditions: temperature -20 celsius. Yields the product Cl.ClC1=CC=C(C=C1)C=1SC=2C(N(CCC2N1)C1=CC(=C(C=C1)N1CCOCC1)OC)=O (2-(4-Chloro-phenyl)-5-(3-methoxy-4-morpholin-4-yl-phenyl)-6,7-dihydro-5H-thiazolo[5,4-c]pyridin-4-one, hydrochloride salt). Isolated yield 186.5%. Reaction SMILES: [Cl:1][C:2]1[CH:7]=[CH:6][C:5]([C:8]2[S:9][C:10]3[C:11](=[O:31])[N:12]([C:17]4[CH:22]=[CH:21][C:20]([N:23]5[CH2:28][CH2:27][O:26][CH2:25][CH2:24]5)=[C:19]([O:29][CH3:30])[CH:18]=4)[CH2:13][CH2:14][C:15]=3[N:16]=2)=[CH:4][CH:3]=1.Cl.CCOCC>CO>[ClH:1].[Cl:1][C:2]1[CH:3]=[CH:4][C:5]([C:8]2[S:9][C:10]3[C:11](=[O:31])[N:12]([C:17]4[CH:22]=[CH:21][C:20]([N:23]5[CH2:24][CH2:25][O:26][CH2:27][CH2:28]5)=[C:19]([O:29][CH3:30])[CH:18]=4)[CH2:13][CH2:14][C:15]=3[N:16]=2)=[CH:6][CH:7]=1 |f:1.2,4.5|. Procedure details: Prepare the hydrochloride salt of the free base by mixing 2-(4-chloro-phenyl)-5-(3-methoxy-4-morpholin-4-yl-phenyl)-6,7-dihydro-5H-thiazolo[5,4-c]pyridin-4-one (273 mg, 0.599 mmol) in MeOH (4 mL) and adding a 1.0M HCl/ether (0.7 mL, 0.70 mmol) solution. After all solids dissolve, cool the solution to −20° C. for 4 days. Collect the white precipitate by filtration, wash with ether, and dry under vacuum to give the title compound as a white solid (275 mg, 57%). MS (ES+) 456.0 (M+1)+. 1H NMR (400 M... The reactants are O.NN (hydrazine monohydrate), C1(=CC=CC=C1)C(N1N=NN=C1C1=C(C=CC=C1)C1=CC=C(C=C1)COC=1C=C(C(=O)N2CCOCC2)C=CC1[N+](=O)[O-])(C1=CC=CC=C1)C1=CC=CC=C1 (3-[[2'-(1-triphenylmethyltetrazol-5-yl)biphenyl-4-yl]methyloxy]-4-nitrobenzoic acid morpholide), C(C)O (ethanol). The reagents and catalysts are [Pd] (Pd/C). The solvent is C(C)(=O)OCC (ethyl acetate). Conditions: temperature 70 celsius, time 1 hour. Product: C1(=CC=CC=C1)C(N1N=NN=C1C1=C(C=CC=C1)C1=CC=C(C=C1)COC=1C=C(C(=O)N2CCOCC2)C=CC1N)(C1=CC=CC=C1)C1=CC=CC=C1 (3-[[2'-(1-triphenylmethyltetrazol-5-yl)biphenyl-4-yl]methyloxy]-4-aminobenzoic acid morpholide). Yield: 116.5%. RXN SMILES: [C:1]1([C:7]([C:50]2[CH:55]=[CH:54][CH:53]=[CH:52][CH:51]=2)([C:44]2[CH:49]=[CH:48][CH:47]=[CH:46][CH:45]=2)[N:8]2[C:12]([C:13]3[CH:18]=[CH:17][CH:16]=[CH:15][C:14]=3[C:19]3[CH:24]=[CH:23][C:22]([CH2:25][O:26][C:27]4[CH:28]=[C:29]([CH:38]=[CH:39][C:40]=4[N+:41]([O-])=O)[C:30]([N:32]4[CH2:37][CH2:36][O:35][CH2:34][CH2:33]4)=[O:31])=[CH:21][CH:20]=3)=[N:11][N:10]=[N:9]2)[CH:6]=[CH:5][CH:4]=[CH:3][CH:2]=1.C(O)C.O.NN>[Pd].C(OCC)(=O)C>[C:50]1([C:7]([C:1]2[CH:2]=[CH:3][CH:4]=[CH:5][CH:6]=2)([C:44]2[CH:45]=[CH:46][CH:47]=[CH:48][CH:49]=2)[N:8]2[C:12]([C:13]3[CH:18]=[CH:17][CH:16]=[CH:15][C:14]=3[C:19]3[CH:20]=[CH:21][C:22]([CH2:25][O:26][C:27]4[CH:28]=[C:29]([CH:38]=[CH:39][C:40]=4[NH2:41])[C:30]([N:32]4[CH2:37][CH2:36][O:35][CH2:34][CH2:33]4)=[O:31])=[CH:23][CH:24]=3)=[N:11][N:10]=[N:9]2)[CH:51]=[CH:52][CH:53]=[CH:54][CH:55]=1 |f:2.3|. Reported procedure: A solution of the compound ([3]-(33)-587) (0.60 g) prepared in Example 37, ethanol (150 ml), and ethyl acetate (40 ml) was stirred at 70° C. for 15 minutes. After 10% Pd/C (0.10 g) and hydrazine monohydrate (1 ml) were added to the solution, the mixture was stirred at 70° C. for 1 hour. The insolubles were filtered through celite, and the filtrate was concentrated to obtain colorless foam (0.67 g). The product was purified by silica gel column chromatography (Kieselgel 60=80 g, chloroform/ethyl ... Starting materials: [Br-], CC[Mg+], CCOCC, CC1C(=O)CCN1C(=O)OCc1ccccc1, [Ce+3], [Cl-], [Cl-], [Cl-]. Product: CCC1(O)CCN(C(=O)OCc2ccccc2)C1C. Reaction SMILES: [Br-:10].[CH2:11]([CH3:12])[Mg+:13].[CH2:5]([O:6][CH2:7][CH3:8])[CH3:9].[CH3:14][CH:15]1[N:16]([C:21](=[O:22])[O:23][CH2:24][c:25]2[cH:26][cH:27][cH:28][cH:29][cH:30]2)[CH2:17][CH2:18][C:19]1=[O:20].[Ce+3:2].[Cl-:1].[Cl-:3].[Cl-:4]>>[CH:11]1([CH3:12])[N:16]([C:21](=[O:22])[O:23][CH2:24][c:25]2[cH:26][cH:27][cH:28][cH:29][cH:30]2)[CH2:17][CH2:18][C:19]1([CH2:15][CH3:14])[OH:20]. Reactants: COC(=O)C=1SC(=CC1Cl)C (3-Chloro-5-methyl-thiophene-2-carboxylic acid methyl ester), C1CC(=O)N(C1=O)Br (NBS). The solvent is C(Cl)(Cl)(Cl)Cl (CCl4). Product: COC(=O)C=1SC(=CC1Cl)CBr (5-Bromomethyl-3-chloro-thiophene-2-carboxylic acid methyl ester). The yield is 61.0%. Reaction SMILES: [CH3:1][O:2][C:3]([C:5]1[S:6][C:7]([CH3:11])=[CH:8][C:9]=1[Cl:10])=[O:4].C1C(=O)N([Br:19])C(=O)C1>C(Cl)(Cl)(Cl)Cl>[CH3:1][O:2][C:3]([C:5]1[S:6][C:7]([CH2:11][Br:19])=[CH:8][C:9]=1[Cl:10])=[O:4]. Reported procedure: A mixture of 3-Chloro-5-methyl-thiophene-2-carboxylic acid methyl ester (4.4 g, 23.1 mmol), NBS (5.1 g, 28.85 mmol), and ACHN in CCl4 (40 ml) was refluxed in a pressure tube over the weekend. The reaction mixture was cooled and evaporated. The residue was purified by column (0-5% EtOAc in hexane) to give 3.8 g (61%) yellow solid product.